The task is: describe an organic reaction: reactants, conditions, products, and yield. This data is from the Open Reaction Database (ORD), a public repository of structured organic reaction records. As a reaction SMILES: [Cl-:14].[Cl:16].[F:1][C:2]([c:3]1[c:4]([CH:5]([Cl:6])[Cl:7])[cH:8][cH:9][cH:10][cH:11]1)([F:12])[F:13].[I:15]>>[F:1][C:2]([c:3]1[c:4]([CH:5]([Cl:6])[Cl:7])[cH:8][cH:9][c:10]([Cl:14])[cH:11]1)([F:12])[F:13]. Yields the product FC(F)(F)c1cc(Cl)ccc1C(Cl)Cl. Reactants: [Cl-], Cl, FC(F)(F)c1ccccc1C(Cl)Cl, I. Starting materials: C(C1=CC=CC=C1)(=O)NC1=CC=C(C=C1)C1=CC=C2CN(C(C2=C1)=O)[C@H](C(=O)OC)C(C)C ((S)-Methyl 2-(6-(4-benzamidophenyl)-1-oxoisoindolin-2-yl)-3-methylbutanoate), NC1=CC=C(C=C1)C1=CC=C2CN(C(C2=C1)=O)[C@H](C(=O)OC)C(C)C ((S)-Methyl 2-(6-(4-aminophenyl)-1-oxoisoindolin-2-yl)-3-methylbutanoate), FC(C1=CC=C(C(=O)Cl)C=C1)(F)F (4-trifluoromethylbenzoyl chloride), compound, compound. Product: CC([C@@H](C(=O)OC)N1C(C2=CC(=CC=C2C1)C1=CC=C(C=C1)NC(C1=CC=C(C=C1)C(F)(F)F)=O)=O)C ((S)-Methyl 3-methyl-2-(1-oxo-6-(4-(4-(trifluoromethyl)benzamido)phenyl)isoindolin-2-yl)butanoate). RXN SMILES: [C:1]([NH:9][C:10]1[CH:15]=[CH:14][C:13]([C:16]2[CH:24]=[C:23]3[C:19]([CH2:20][N:21]([C@@H:26]([CH:31]([CH3:33])[CH3:32])[C:27]([O:29][CH3:30])=[O:28])[C:22]3=[O:25])=[CH:18][CH:17]=2)=[CH:12][CH:11]=1)(=[O:8])[C:2]1[CH:7]=[CH:6][CH:5]=[CH:4][CH:3]=1.NC1C=CC(C2C=C3C(CN([C@@H](C(C)C)C(OC)=O)C3=O)=CC=2)=CC=1.[F:59][C:60]([F:71])([F:70])C1C=CC(C(Cl)=O)=CC=1>>[CH3:32][CH:31]([CH3:33])[C@H:26]([N:21]1[CH2:20][C:19]2[C:23](=[CH:24][C:16]([C:13]3[CH:12]=[CH:11][C:10]([NH:9][C:1](=[O:8])[C:2]4[CH:3]=[CH:4][C:5]([C:60]([F:71])([F:70])[F:59])=[CH:6][CH:7]=4)=[CH:15][CH:14]=3)=[CH:17][CH:18]=2)[C:22]1=[O:25])[C:27]([O:29][CH3:30])=[O:28]. Procedure: The compound of example 101 was prepared analogous to compound of example 97 by reaction of compound of example 6 with 4-trifluoromethylbenzoyl chloride. The compound of example 101 was used directly without isolation for the preparation of compound of example 102. Reaction SMILES: C([O:3][C:4]([C:6]1[N:7]=[C:8]([NH:11][C:12]2[N:17]=[C:16]([C:18]([CH3:21])([CH3:20])[CH3:19])[C:15]([OH:22])=[C:14]([C:23]([CH3:26])([CH3:25])[CH3:24])[N:13]=2)[S:9][CH:10]=1)=[O:5])C.[OH-].[K+]>CO>[CH3:21][C:18]([C:16]1[C:15]([OH:22])=[C:14]([C:23]([CH3:24])([CH3:25])[CH3:26])[N:13]=[C:12]([NH:11][C:8]2[S:9][CH:10]=[C:6]([C:4]([OH:5])=[O:3])[N:7]=2)[N:17]=1)([CH3:19])[CH3:20] |f:1.2|. Conditions: time 3.5 hour. Reactants: C(C)OC(=O)C=1N=C(SC1)NC1=NC(=C(C(=N1)C(C)(C)C)O)C(C)(C)C (2-([4,6-bis(1,1-dimethylethyl)-5-hydroxy-2-pyrimidinyl]amino)-4-thiazolecarboxylic acid ethyl ester), [OH-].[K+] (KOH). The product is CC(C)(C)C1=NC(=NC(=C1O)C(C)(C)C)NC=1SC=C(N1)C(=O)O (2-[[4,6-Bis(1,1-dimethylethyl)-5-hydroxy-2-pyrimidinyl]amino]-4-thiazolecarboxylic acid). Procedure: A solution of 2-([4,6-bis(1,1-dimethylethyl)-5-hydroxy-2-pyrimidinyl]amino)-4-thiazolecarboxylic acid ethyl ester (0.5 g, 1.3 mmol) in 20 mL of methanol is treated with 10 mL of 1.0N KOH (aq) at room temperature. After 3.5 hours, the methanol is removed under reduced pressure, and the aqueous solution is acidified to pH 4 with concentrated HCl. The resulting precipitate is collected by filtration and recrystallized from MeOH/water. Yield of 2-([4,6-bis(1,1-dimethylethyl)-5-hydroxy-2-pyrimidinyl]... Run in CO (methanol). Starting materials: Brc1ccccc1, [Mg], C1CCOC1, O=C(c1ccccc1)C(CCCO)c1ccccc1. Product: OCCCC(c1ccccc1)C(O)(c1ccccc1)c1ccccc1. As a reaction SMILES: [Br:2][c:3]1[cH:4][cH:5][cH:6][cH:7][cH:8]1.[Mg:1].[O:28]1[CH2:29][CH2:30][CH2:31][CH2:32]1.[OH:9][CH2:10][CH2:11][CH2:12][CH:13]([C:14](=[O:15])[c:16]1[cH:17][cH:18][cH:19][cH:20][cH:21]1)[c:22]1[cH:23][cH:24][cH:25][cH:26][cH:27]1>>[c:3]1([C:14]([CH:13]([CH2:12][CH2:11][CH2:10][OH:9])[c:22]2[cH:23][cH:24][cH:25][cH:26][cH:27]2)([OH:15])[c:16]2[cH:17][cH:18][cH:19][cH:20][cH:21]2)[cH:4][cH:5][cH:6][cH:7][cH:8]1. Starting materials: CS(=O)(=O)Cl, Nc1cc2c(cc1Oc1ccc(F)cc1F)CCC2, c1ccncc1. Yields the product CS(=O)(=O)Nc1cc2c(cc1Oc1ccc(F)cc1F)CCC2. Reaction SMILES: [CH3:20][S:21]([Cl:22])(=[O:23])=[O:24].[F:1][c:2]1[c:3]([O:4][c:5]2[c:6]([NH2:14])[cH:7][c:8]3[c:12]([cH:13]2)[CH2:11][CH2:10][CH2:9]3)[cH:15][cH:16][c:17]([F:19])[cH:18]1.[cH:25]1[cH:26][cH:27][n:28][cH:29][cH:30]1>>[F:1][c:2]1[c:3]([O:4][c:5]2[c:6]([NH:14][S:21]([CH3:20])(=[O:23])=[O:24])[cH:7][c:8]3[c:12]([cH:13]2)[CH2:11][CH2:10][CH2:9]3)[cH:15][cH:16][c:17]([F:19])[cH:18]1. The reactants are C(CCC(=O)O)(=O)O (succinic acid), C(CCC)N(CCCC)CCCC (tri-n-butylamine), C(C)C(=O)C (methyl ethyl ketone). Conditions: temperature 150 celsius. Product: O1C(C(=O)O)C1C(=O)O (Epoxy-succinic acid). As a reaction SMILES: [C:1]([OH:8])(=[O:7])[CH2:2][CH2:3][C:4]([OH:6])=[O:5].C(N(CCCC)CCCC)CCC.C(C(C)=[O:25])C>>[O:25]1[CH:2]([C:1]([OH:8])=[O:7])[CH:3]1[C:4]([OH:6])=[O:5]. Procedure details: A reaction vessel was charged with 442 parts Epoxy B, 442 parts Epoxy E, 116.0 parts succinic acid, 110 parts methyl ethyl ketone, and 3 parts tri-n-butylamine (catalyst). The temperature was raised to 150° C., while removing sufficient MEK (100 parts) to maintain controlled reflux at this temperature. The reaction maintained at 150° C., for 1.5 l hours and then poured into a poly(tetrafluoroethylene) lined tray and allowed to cool to ambient temperature. The resulting solid resin had an acid nu... The product is Cc1oc(-c2ccc(-c3ccc(C(F)(F)F)cc3)cc2)nc1CCOc1ccc(OC(C)(C)C(=O)O)cc1. As a reaction SMILES: [CH2:1]([CH3:2])[O:3][C:4]([C:5]([CH3:6])([CH3:7])[O:8][c:9]1[cH:10][cH:11][c:12]([O:15][CH2:16][CH2:17][c:18]2[n:19][c:20](-[c:24]3[cH:25][cH:26][c:27](-[c:30]4[cH:31][cH:32][c:33]([C:36]([F:37])([F:38])[F:39])[cH:34][cH:35]4)[cH:28][cH:29]3)[o:21][c:22]2[CH3:23])[cH:13][cH:14]1)=[O:40].[CH3:43][CH2:44][OH:45].[ClH:46].[Li+:41].[OH-:42].[OH2:47]>>[O:3]=[C:4]([C:5]([CH3:6])([CH3:7])[O:8][c:9]1[cH:10][cH:11][c:12]([O:15][CH2:16][CH2:17][c:18]2[n:19][c:20](-[c:24]3[cH:25][cH:26][c:27](-[c:30]4[cH:31][cH:32][c:33]([C:36]([F:37])([F:38])[F:39])[cH:34][cH:35]4)[cH:28][cH:29]3)[o:21][c:22]2[CH3:23])[cH:13][cH:14]1)[OH:40]. Starting materials: CCOC(=O)C(C)(C)Oc1ccc(OCCc2nc(-c3ccc(-c4ccc(C(F)(F)F)cc4)cc3)oc2C)cc1, CCO, Cl, [Li+], [OH-], O.